From a dataset of the Open Reaction Database (ORD), a public repository of structured organic reaction records. describe an organic reaction: reactants, conditions, products, and yield Starting materials: [OH-].[Na+] (NaOH), N=1ON=C2C1C=CC(=C2)C(=O)OCC (ethyl benzo[c][1,2,5]oxadiazole-5-carboxylate), Cl (HCl). The solvent is CO (MeOH). Run at temperature 40 celsius, time 3 hour. The product is N=1ON=C2C1C=CC(=C2)C(=O)O (benzo[c][1,2,5]oxadiazole-5-carboxylic acid). Yield: 82.3%. As a reaction SMILES: [N:1]1[O:2][N:3]=[C:4]2[CH:9]=[C:8]([C:10]([O:12]CC)=[O:11])[CH:7]=[CH:6][C:5]=12.[OH-].[Na+].Cl>CO>[N:1]1[O:2][N:3]=[C:4]2[CH:9]=[C:8]([C:10]([OH:12])=[O:11])[CH:7]=[CH:6][C:5]=12 |f:1.2|. Reported procedure: To a room temperature, stirred solution of ethyl benzo[c][1,2,5]oxadiazole-5-carboxylate (0.7 g, 3.626 mmol) in MeOH (30 mL) was added 10% NaOH solution (6 mL) and the reaction mixture was then stirred at 40° C. for 3 h. The reaction mixture was then acidified to pH ˜2 with 2 N HCl and the aqueous layer was extracted with DCM (3×150 mL). The combined organic extracts were washed with water (100 mL) and brine (100 mL), dried over anhydrous Na2SO4, filtered, and evaporated under reduced pressure t... Reactants: O=C(n1ccnc1)n1ccnc1, CC(C)(C)OC(=O)NCC(=O)O, N#Cc1ccc(N)cc1, C1CCOC1. The product is CC(C)(C)OC(=O)NCC(=O)Nc1ccc(C#N)cc1. As a reaction SMILES: [C:13]([n:14]1[cH:15][cH:16][n:17][cH:18]1)([n:19]1[cH:20][cH:21][n:22][cH:23]1)=[O:24].[C:1]([CH3:2])([CH3:3])([CH3:4])[O:5][C:6](=[O:7])[NH:8][CH2:9][C:10](=[O:11])[OH:12].[NH2:25][c:26]1[cH:27][cH:28][c:29]([C:30]#[N:31])[cH:32][cH:33]1.[O:34]1[CH2:35][CH2:36][CH2:37][CH2:38]1>>[C:1]([CH3:2])([CH3:3])([CH3:4])[O:5][C:6](=[O:7])[NH:8][CH2:9][C:10](=[O:12])[NH:25][c:26]1[cH:27][cH:28][c:29]([C:30]#[N:31])[cH:32][cH:33]1. The reactants are CCO, CC(=O)CCC#CCCCCl, [Na+], N#C[Na], [OH-], O. Yields the product CC(=O)CCC#CCCCC#N. RXN SMILES: [CH3:12][CH2:13][OH:14].[Cl:1][CH2:2][CH2:3][CH2:4][C:5]#[C:6][CH2:7][CH2:8][C:9]([CH3:10])=[O:11].[Na+:20].[Na:15][C:16]#[N:17].[OH-:19].[OH2:18]>>[CH2:2]([CH2:3][CH2:4][C:5]#[C:6][CH2:7][CH2:8][C:9]([CH3:10])=[O:11])[C:16]#[N:17]. The reactants are B, CCCN(CCC)C(=O)Cc1ccc(OCc2ccccc2)c(N)c1, Cl, C1CCOC1, O. The product is CCCN(CCC)CCc1ccc(OCc2ccccc2)c(N)c1. As a reaction SMILES: [BH3:26].[CH2:1]([CH2:2][CH3:3])[N:4]([C:5]([CH2:6][c:7]1[cH:8][c:9]([NH2:21])[c:10]([O:13][CH2:14][c:15]2[cH:16][cH:17][cH:18][cH:19][cH:20]2)[cH:11][cH:12]1)=[O:22])[CH2:23][CH2:24][CH3:25].[ClH:27].[O:29]1[CH2:30][CH2:31][CH2:32][CH2:33]1.[OH2:28]>>[CH2:1]([CH2:2][CH3:3])[N:4]([CH2:5][CH2:6][c:7]1[cH:8][c:9]([NH2:21])[c:10]([O:13][CH2:14][c:15]2[cH:16][cH:17][cH:18][cH:19][cH:20]2)[cH:11][cH:12]1)[CH2:23][CH2:24][CH3:25]. Starting materials: Cl(=O)(=O)(=O)[O-].ClC1=CC=2C(=CC=3C=CC=C[N+]3C2)C=C1O (8-chloro-9-hydroxybenzo[b]quinolizinium perchlorate), O1C=C(C=C1)C(=C)C1=COC=C1 (1,1-di(3-furyl)ethylene). Solvent: C(C)#N (acetonitrile). Run at time 6 hour. The product is Cl(=O)(=O)(=O)[O-].C1=CC=C[N+]2=CC=CC=C12 (quinolizinium perchlorate). RXN SMILES: [Cl:1]([O-:5])(=[O:4])(=[O:3])=[O:2].ClC1C(O)=C[C:10]2=[CH:11][C:12]3[CH:13]=[CH:14][CH:15]=[CH:16][N+:17]=3[CH:18]=[C:9]2C=1.O1C=CC(C(C2C=COC=2)=C)=C1>C(#N)C>[Cl:1]([O-:5])(=[O:4])(=[O:3])=[O:2].[CH:13]1[C:12]2[N+:17](=[CH:18][CH:9]=[CH:10][CH:11]=2)[CH:16]=[CH:15][CH:14]=1 |f:0.1,4.5|. Procedure: A reaction mixture containing 8-chloro-9-hydroxybenzo[b]quinolizinium perchlorate (3.3 g; 10 mmol) and 1,1-di(3-furyl)ethylene (1.76 g, 11 mmol) in 50 ml of acetonitrile was allowed to reflux under nitrogen with stirring for 6 hours. The reaction mixture was concentrated in vacuo and the residue was crystallized from methylene chloride/ethyl acetate/methanol (7:2:1). The solid product was purified by silica gel chromatography (9:1 methylene chloride/methanol) to afford 3.3 g of 6,11-ethano-12,12... The product is COc1ccc(-c2ccc(C#N)c(F)c2)cc1. The reactants are N#Cc1ccc(Br)cc1F, COc1ccc(B(O)O)cc1. RXN SMILES: [Br:1][c:2]1[cH:3][c:4]([F:10])[c:5]([C:6]#[N:7])[cH:8][cH:9]1.[CH3:11][O:12][c:13]1[cH:14][cH:15][c:16]([B:19]([OH:20])[OH:21])[cH:17][cH:18]1>>[c:2]1(-[c:16]2[cH:15][cH:14][c:13]([O:12][CH3:11])[cH:18][cH:17]2)[cH:3][c:4]([F:10])[c:5]([C:6]#[N:7])[cH:8][cH:9]1.